describe an organic reaction: reactants, conditions, products, and yield From a dataset of the Open Reaction Database (ORD), a public repository of structured organic reaction records. Reactants: ClC=1C=C2C(=NC1)NC=C2C2=NC=C(C(=N2)N[C@@H]2C[C@](CCC2)(C)N=C=O)F (2-(5-chloro-1H-pyrrolo[2,3-b]pyridin-3-yl)-5-fluoro-N-((1S,3R)-3-isocyanato-3-methylcyclohexyl)pyrimidin-4-amine), ClC=1C=C2C(=NC1)NC=C2C2=NC=C(C(=N2)N[C@@H]2C[C@](CCC2)(C)N=C=O)F (2-(5-chloro-1H-pyrrolo[2,3-b]pyridin-3-yl)-5-fluoro-N-((1S,3R)-3-isocyanato-3-methylcyclohexyl)pyrimidin-4-amine), N1CCCC1 (pyrrolidine). The solvent is CN1CCCC1=O (NMP). Product: ClC=1C=C2C(=NC1)NC=C2C2=NC=C(C(=N2)N[C@@H]2C[C@](CCC2)(C)NC(=O)N2CCCC2)F (N-((1R,3S)-3-(2-(5-chloro-1H-pyrrolo[2,3-b]pyridin-3-yl)-5-fluoropyrimidin-4-ylamino)-1-methylcyclohexyl)pyrrolidine-1-carboxamide). Reaction SMILES: [Cl:1][C:2]1[CH:3]=[C:4]2[C:10]([C:11]3[N:16]=[C:15]([NH:17][C@H:18]4[CH2:23][CH2:22][CH2:21][C@:20]([N:25]=[C:26]=[O:27])([CH3:24])[CH2:19]4)[C:14]([F:28])=[CH:13][N:12]=3)=[CH:9][NH:8][C:5]2=[N:6][CH:7]=1.[NH:29]1[CH2:33][CH2:32][CH2:31][CH2:30]1>CN1C(=O)CCC1>[Cl:1][C:2]1[CH:3]=[C:4]2[C:10]([C:11]3[N:16]=[C:15]([NH:17][C@H:18]4[CH2:23][CH2:22][CH2:21][C@:20]([NH:25][C:26]([N:29]5[CH2:33][CH2:32][CH2:31][CH2:30]5)=[O:27])([CH3:24])[CH2:19]4)[C:14]([F:28])=[CH:13][N:12]=3)=[CH:9][NH:8][C:5]2=[N:6][CH:7]=1. Reported procedure: A solution of 2-(5-chloro-1H-pyrrolo[2,3-b]pyridin-3-yl)-5-fluoro-N-((1S,3R)-3-isocyanato-3-methylcyclohexyl)pyrimidin-4-amine, 52m, (0.035 g, 0.087 mmol) in 3 mL of NMP with 0.5 mL of pyrrolidine was warmed to 200° C. in a microwave for 30 minutes. The reaction was then concentrated in vacuo and purified by reverse phase HPLC chromatography, yielding 8.7 mg of desired product as a tan solid. The reactants are CC1=C(C)C(c2ccccc2C)NCC1, CC#N, O=C(CCl)N(Cc1ccccc1F)C1Cc2ccccc2C1, [K+], [K+], O=C([O-])[O-]. Product: CC1=C(C)C(c2ccccc2C)N(CC(=O)N(Cc2ccccc2F)C2Cc3ccccc3C2)CC1. As a reaction SMILES: [CH3:1][C:2]1=[C:7]([CH3:8])[CH:6]([c:9]2[c:10]([CH3:15])[cH:11][cH:12][cH:13][cH:14]2)[NH:5][CH2:4][CH2:3]1.[CH3:44][C:45]#[N:46].[Cl:16][CH2:17][C:18](=[O:19])[N:20]([CH:21]1[CH2:22][c:23]2[cH:24][cH:25][cH:26][cH:27][c:28]2[CH2:29]1)[CH2:30][c:31]1[c:32]([F:37])[cH:33][cH:34][cH:35][cH:36]1.[K+:38].[K+:39].[O-:40][C:41]([O-:42])=[O:43]>>[CH3:1][C:2]1=[C:7]([CH3:8])[CH:6]([c:9]2[c:10]([CH3:15])[cH:11][cH:12][cH:13][cH:14]2)[N:5]([CH2:17][C:18](=[O:19])[N:20]([CH:21]2[CH2:22][c:23]3[cH:24][cH:25][cH:26][cH:27][c:28]3[CH2:29]2)[CH2:30][c:31]2[c:32]([F:37])[cH:33][cH:34][cH:35][cH:36]2)[CH2:4][CH2:3]1. Reactants: Cl.ClCCCN1CCN(CC1)C1=CC(=CC=C1)Cl (1-(3-Chloropropyl)-4-(3-chlorophenyl)piperazine hydrochloride), NN (hydrazine). Run in C(C)(C)O (isopropanol). Run at temperature 75 celsius. The product is ClC=1C=C(C=CC1)N1CCN(CC1)CCCNN (1-(3-chlorophenyl)-4-(3-hydrazinopropyl)piperazine). The yield is 94.4%. As a reaction SMILES: Cl.Cl[CH2:3][CH2:4][CH2:5][N:6]1[CH2:11][CH2:10][N:9]([C:12]2[CH:17]=[CH:16][CH:15]=[C:14]([Cl:18])[CH:13]=2)[CH2:8][CH2:7]1.[NH2:19][NH2:20]>C(O)(C)C>[Cl:18][C:14]1[CH:13]=[C:12]([N:9]2[CH2:10][CH2:11][N:6]([CH2:5][CH2:4][CH2:3][NH:19][NH2:20])[CH2:7][CH2:8]2)[CH:17]=[CH:16][CH:15]=1 |f:0.1|. Procedure details: 1-(3-Chloropropyl)-4-(3-chlorophenyl)piperazine hydrochloride (20.0 g, 0.065 mol) is suspended in isopropanol (65 ml) and anhydrous hydrazine (31.7 g, 0.988 mol) is added. The reaction mixture is heated at 70-80° C. for 2.5 hours and cooled to room temperature. The upper layer is separated and concentrated under reduced pressure. The residue is dissolved in isopropanol (50 ml) and the upper layer is separated, dried (Na2SO4), and concentrated to yield 16.5 g (94.5% yield) of 1-(3-chlorophenyl)-4... The reactants are N1C=CC2=CC=C(C=C12)C#N (1H-indole-6-carbonitrile), [N+](=O)([O-])C1=C(C=CC=C1)SCl (2-nitrobenzenesulfenyl chloride). Run in C(C)OCC (diethyl ether). Conditions: time 18 hour. The product is [N+](=O)([O-])C1=C(C=CC=C1)SC1=CNC2=CC(=CC=C12)C#N (3-(2-Nitro-phenylsulfanyl)-1H-indole-6-carbonitrile). The yield is 78.0%. RXN SMILES: [NH:1]1[C:9]2[C:4](=[CH:5][CH:6]=[C:7]([C:10]#[N:11])[CH:8]=2)[CH:3]=[CH:2]1.[N+:12]([C:15]1[CH:20]=[CH:19][CH:18]=[CH:17][C:16]=1[S:21]Cl)([O-:14])=[O:13]>C(OCC)C>[N+:12]([C:15]1[CH:20]=[CH:19][CH:18]=[CH:17][C:16]=1[S:21][C:3]1[C:4]2[C:9](=[CH:8][C:7]([C:10]#[N:11])=[CH:6][CH:5]=2)[NH:1][CH:2]=1)([O-:14])=[O:13]. Procedure: To a solution of 1H-indole-6-carbonitrile (1.00 g, 7.04 mmol) in diethyl ether (50 mL) was added at rt 2-nitrobenzenesulfenyl chloride (1.34 g, 7.04 mmol) and the reaction mixture was stirred for 18 hrs. The mixture was concentrated and the crude product was purified using column chromatography (ethyl acetate/heptane 1:4→4:1) to give 3-(2-Nitro-phenylsulfanyl)-1H-indole-6-carbonitrile (1.62 g, 5.49 mmol, 78%). The reactants are 4.1.a, CC1=CC=C(S1)C(=O)O (5-methylthiophene-2-carboxylic acid), BrC1=CC(=C(N)C=C1)O (4-bromo-2-hydroxy-aniline). Yields the product BrC1=CC2=C(N=C(O2)C=2SC(=CC2)C)C=C1 (6-bromo-2-(5-methyl-thiophen-2-yl)-benzoxazole). Reaction SMILES: [CH3:1][C:2]1[S:6][C:5]([C:7]([OH:9])=O)=[CH:4][CH:3]=1.[Br:10][C:11]1[CH:17]=[CH:16][C:14]([NH2:15])=[C:13](O)[CH:12]=1>>[Br:10][C:11]1[CH:17]=[CH:16][C:14]2[N:15]=[C:7]([C:5]3[S:6][C:2]([CH3:1])=[CH:3][CH:4]=3)[O:9][C:13]=2[CH:12]=1. Procedure details: Preparation is carried out analogously to 4.1.a from 5-methylthiophene-2-carboxylic acid and 4-bromo-2-hydroxy-aniline. The reactants are yellow solid, intermediate b, BrC1=C(N=NC(=C1)Cl)N (4-bromo-6-chloropyridazin-3-amine), C1(=CC=CC=C1)B(O)O (phenylboronic acid). Yields the product ClC1=CC(=C(N=N1)N)C1=CC=CC=C1 (6-Chloro-4-phenyl-pyridazin-3-ylamine). RXN SMILES: Br[C:2]1[CH:7]=[C:6]([Cl:8])[N:5]=[N:4][C:3]=1[NH2:9].[C:10]1(B(O)O)[CH:15]=[CH:14][CH:13]=[CH:12][CH:11]=1>>[Cl:8][C:6]1[N:5]=[N:4][C:3]([NH2:9])=[C:2]([C:10]2[CH:15]=[CH:14][CH:13]=[CH:12][CH:11]=2)[CH:7]=1. Reported procedure: The title compound was prepared in analogy to example 1, intermediate b, from 4-bromo-6-chloropyridazin-3-amine (CAS RN 446273-59-2) and phenylboronic acid (CAS RN 98-80-6). Light yellow solid (38%). MS (ESI+): m/z=206.048 ([M+H]+). The reactants are CC1=CNC2=NC=C(C(=C21)N2CCN(CC2)C(=O)OC(C)(C)C)C2=CC=CC=C2 (tert-Butyl 4-(3-methyl-5-phenyl-1H-pyrrolo[2,3-b]pyridin-4-yl)piperazine-1-carboxylate), C(=O)(C(F)(F)F)O (TFA). The solvent is C(Cl)Cl (DCM). Conditions: time 1 hour. Yields the product CC1=CNC2=NC=C(C(=C21)N2CCNCC2)C2=CC=CC=C2 (3-methyl-5-phenyl-4-(piperazin-1-yl)-1H-pyrrolo[2,3-b]pyridine). Yield: 120.4%. As a reaction SMILES: [CH3:1][C:2]1[C:10]2[C:5](=[N:6][CH:7]=[C:8]([C:24]3[CH:29]=[CH:28][CH:27]=[CH:26][CH:25]=3)[C:9]=2[N:11]2[CH2:16][CH2:15][N:14](C(OC(C)(C)C)=O)[CH2:13][CH2:12]2)[NH:4][CH:3]=1.C(O)(C(F)(F)F)=O>C(Cl)Cl>[CH3:1][C:2]1[C:10]2[C:5](=[N:6][CH:7]=[C:8]([C:24]3[CH:25]=[CH:26][CH:27]=[CH:28][CH:29]=3)[C:9]=2[N:11]2[CH2:12][CH2:13][NH:14][CH2:15][CH2:16]2)[NH:4][CH:3]=1. Procedure details: tert-Butyl 4-(3-methyl-5-phenyl-1H-pyrrolo[2,3-b]pyridin-4-yl)piperazine-1-carboxylate (0.390 g, 0.994 mmol) was placed in DCM (10 mL) at room temperature. TFA (1 mL) was added, and the reaction was stirred at room temperature for 1 hour. The reaction was then concentrated to dryness, dissolved in minimal DCM, and added dropwise to a stirring solution of 1M HCl in ether. The solid product was filtered, washed with ether, and dried to give 3-methyl-5-phenyl-4-(piperazin-1-yl)-1H-pyrrolo[2,3-b]pyr... The reactants are CC(=O)O[BH-](OC(C)=O)OC(C)=O, O=Cc1cc(C(F)(F)F)ccc1Oc1cccc(CC(=O)O)c1, ClCCl, NCCO, [Na+]. The product is O=C(O)Cc1cccc(Oc2ccc(C(F)(F)F)cc2CNCCO)c1. As a reaction SMILES: [C:28]([O:29][BH-:30]([O:31][C:32](=[O:33])[CH3:34])[O:35][C:36](=[O:37])[CH3:38])(=[O:39])[CH3:40].[CH:1](=[O:2])[c:3]1[c:4]([O:5][c:6]2[cH:7][c:8]([CH2:12][C:13](=[O:14])[OH:15])[cH:9][cH:10][cH:11]2)[cH:16][cH:17][c:18]([C:20]([F:21])([F:22])[F:23])[cH:19]1.[Cl:42][CH2:43][Cl:44].[NH2:24][CH2:25][CH2:26][OH:27].[Na+:41]>>[CH2:1]([c:3]1[c:4]([O:5][c:6]2[cH:7][c:8]([CH2:12][C:13](=[O:14])[OH:15])[cH:9][cH:10][cH:11]2)[cH:16][cH:17][c:18]([C:20]([F:21])([F:22])[F:23])[cH:19]1)[NH:24][CH2:25][CH2:26][OH:27]. The reactants are C(C(O)C(O)C(=O)O)(=O)O (tartaric acid), C1C(=O)OCC(=O)O1 (Glycolide), C1(CCCCCO1)=O (ε-caprolactone), CCCCC(CC)C(=O)[O-].CCCCC(CC)C(=O)[O-].[Sn+2] (stannous octoate). Conditions: temperature 150 celsius, time 6 hour. Yields the product C1(CCCCCO1)=O.C1C(=O)OCC(=O)O1 (ε-Caprolactone Glycolide). Reaction SMILES: [CH2:1]1[O:8][C:6](=[O:7])[CH2:5][O:4][C:2]1=[O:3].[C:9]1(=[O:16])[O:15][CH2:14][CH2:13][CH2:12][CH2:11][CH2:10]1.CCCCC(C([O-])=O)CC.CCCCC(C([O-])=O)CC.[Sn+2].C(O)(=O)C(C(C(O)=O)O)O>>[C:9]1(=[O:16])[O:15][CH2:14][CH2:13][CH2:12][CH2:11][CH2:10]1.[CH2:1]1[O:8][C:6](=[O:7])[CH2:5][O:4][C:2]1=[O:3] |f:2.3.4,6.7|. Procedure: Glycolide (0.08865 moles) was mixed with ε-caprolactone (1.455 moles) and a catalytic amount of stannous octoate (0.3 moles) and tartaric acid (0.075 moles). The system was heated at 150° C. and was stirred at this temperature for 6 hours. At the conclusion of the reaction, the unreacted monomer was removed by heating at 120° C. under reduced pressure for 30 minutes. The resulting polymer had a peak melting temperature of 49.1° C. as measured by DSC and an Mw of 151,948 as measured by GPC. The reactants are BrC1=CC(=CC=C1)F (1-bromo-3-fluorobenzene), Cu, O=C1CC(NC2=C(N1CC(=O)N(C1=CC=C(C=C1)OC)C(C)C)C=CC=C2)=O (2-(2,4-Dioxo-2,3,4,5-tetrahydro-benzo[b][1,4]diazepin-1-yl)-N-isopropyl-N-(4-methoxy-phenyl)-acetamide), Cu, C(C)(=O)[O-].[K+] (potassium acetate), BrC1=CC(=CC=C1)F (1-bromo-3-fluorobenzene), ClCCl (Dichloromethane). Solvent: CN(C)C=O (DMF). Reaction conditions: temperature 100 celsius. Yields the product FC=1C=C(C=CC1)N1C2=C(N(C(CC1=O)=O)CC(=O)N(C1=CC=C(C=C1)OC)C(C)C)C=CC=C2 (2-[5-(3-Fluoro-phenyl)-2,4-dioxo-2,3,4,5-tetrahydro-benzo[b][1,4]diazepin-1-yl]-N-isopropyl-N-(4-methoxy-phenyl)-acetamide). The yield is 80.4%. RXN SMILES: [O:1]=[C:2]1[N:8]([CH2:9][C:10]([N:12]([CH:21]([CH3:23])[CH3:22])[C:13]2[CH:18]=[CH:17][C:16]([O:19][CH3:20])=[CH:15][CH:14]=2)=[O:11])[C:7]2[CH:24]=[CH:25][CH:26]=[CH:27][C:6]=2[NH:5][C:4](=[O:28])[CH2:3]1.C([O-])(=O)C.[K+].Br[C:35]1[CH:40]=[CH:39][CH:38]=[C:37]([F:41])[CH:36]=1.ClCCl>CN(C=O)C>[F:41][C:37]1[CH:36]=[C:35]([N:5]2[C:4](=[O:28])[CH2:3][C:2](=[O:1])[N:8]([CH2:9][C:10]([N:12]([CH:21]([CH3:23])[CH3:22])[C:13]3[CH:18]=[CH:17][C:16]([O:19][CH3:20])=[CH:15][CH:14]=3)=[O:11])[C:7]3[CH:24]=[CH:25][CH:26]=[CH:27][C:6]2=3)[CH:40]=[CH:39][CH:38]=1 |f:1.2|. Reported procedure: To a stirring solution of 500 mg (1.3 mmol) 2-(2,4-Dioxo-2,3,4,5-tetrahydro-benzo[b][1,4]diazepin-1-yl)-N-isopropyl-N-(4-methoxy-phenyl)-acetamide in 5 mL DMF is added 248 mg (3.9 mmol, 3 equiv) of Cu powder, 255 mg (2.6 mmol, 2 equiv) of potassium acetate, and 289 μL (2.6 mmol, 2 equiv) of 1-bromo-3-fluorobenzene. The reaction is heated to 100° C., and after 3 h an additional 289 μL (2.6 mmol, 2 equiv) of 1-bromo-3-fluorobenzene and 248 mg (3.9 mmol, 3 equiv) of Cu powder were added. The reacti...